This data is from the Open Reaction Database (ORD), a public repository of structured organic reaction records. The task is: describe an organic reaction: reactants, conditions, products, and yield Run at time 1 hour. The yield is 93.4%. Reported procedure: To a solution of 3-ethoxy-4-[[2-(2-furyl)-5-methyl-1,3-oxazol-4-yl]methoxy]benzaldehyde (20.00 g) in tetrahydrofuran (250 mL)-ethanol (100 mL) was gradually added sodium borohydride (2.31 g) at 0° C. After stirring at room temperature for 1 hr, water was added to the reaction mixture and the precipitated crystals were collected by filtration to give (3-ethoxy-4-{[2-(2-furyl)-5-methyl-1,3-oxazol-4-yl]methoxy}phenyl)methanol as pale-yellow crystals (18.80 g, yield 93%). Recrystallization from ethy... The reactants are C(C)OC=1C=C(C=O)C=CC1OCC=1N=C(OC1C)C=1OC=CC1 (3-ethoxy-4-[[2-(2-furyl)-5-methyl-1,3-oxazol-4-yl]methoxy]benzaldehyde), O (water), C(C)O (ethanol), [BH4-].[Na+] (sodium borohydride). Run in O1CCCC1 (tetrahydrofuran). As a reaction SMILES: [CH2:1]([O:3][C:4]1[CH:5]=[C:6]([CH:9]=[CH:10][C:11]=1[O:12][CH2:13][C:14]1[N:15]=[C:16]([C:20]2[O:21][CH:22]=[CH:23][CH:24]=2)[O:17][C:18]=1[CH3:19])[CH:7]=[O:8])[CH3:2].C(O)C.[BH4-].[Na+].O>O1CCCC1>[CH2:1]([O:3][C:4]1[CH:5]=[C:6]([CH2:7][OH:8])[CH:9]=[CH:10][C:11]=1[O:12][CH2:13][C:14]1[N:15]=[C:16]([C:20]2[O:21][CH:22]=[CH:23][CH:24]=2)[O:17][C:18]=1[CH3:19])[CH3:2] |f:2.3|. The product is C(C)OC=1C=C(C=CC1OCC=1N=C(OC1C)C=1OC=CC1)CO ((3-ethoxy-4-{[2-(2-furyl)-5-methyl-1,3-oxazol-4-yl]methoxy}phenyl)methanol). Starting materials: ClC1=CC=C(C=C1)B(O)O (4-chlorophenylboronic acid), O (water), EXAMPLE 314B, C(=O)([O-])[O-].[K+].[K+] (K2CO3). Reagents/catalysts: [Br-].C(CCC)[N+](CCCC)(CCCC)CCCC (tetrabutylammonium bromide), C(C)(=O)[O-].[Pd+2].C(C)(=O)[O-] (palladium(II) acetate). The solvent is C(C)(=O)OCC (ethyl acetate). Reaction conditions: temperature 50 celsius, time 4 hour. The product is ClC1=CC=C(C=C1)\C\1=C(\CCOCC1)/C=O ((Z)-5-(4-chlorophenyl)-2,3,6,7-tetrahydrooxepine-4-carbaldehyde). As a reaction SMILES: [Cl:1][C:2]1[CH:7]=[CH:6][C:5](B(O)O)=[CH:4][CH:3]=1.[C:11]([O-:14])([O-])=O.[K+].[K+].[OH2:17]>[Br-].C([N+](CCCC)(CCCC)CCCC)CCC.C(OCC)(=O)C.C([O-])(=O)C.[Pd+2].C([O-])(=O)C>[Cl:1][C:2]1[CH:7]=[CH:6][C:5]([C:2]2=[C:3]([CH:11]=[O:14])[CH2:4][CH2:5][O:17][CH2:6][CH2:7]2)=[CH:4][CH:3]=1 |f:1.2.3,5.6,8.9.10|. Procedure: To a mixture of 4-chlorophenylboronic acid (6.10 g), EXAMPLE 314B (5.2 g), palladium(II) acetate (146 mg, 0.65 mmol), K2CO3 (13.5 g) and tetrabutylammonium bromide (10.5 g) was added water (200 mL). The mixture was stirred at 50° C. for 4 hours. The mixture was diluted with ethyl acetate (400 mL) and washed with water (3×) and brine and dried over Na2SO4. After filtration and concentration, the residue was loaded on a column and eluted with 5 to 20% ethyl acetate in hexane to give the pure produ... The reactants are CC#N, O=Cc1ccc(-c2ccc3ncnc(Cl)c3c2)o1, Nc1ccc(OCc2cccc(F)c2)c(Cl)c1, Cl, O=Cc1ccc(-c2ccc3nc[nH]c(=O)c3c2)o1. The product is Cl, O=Cc1ccc(-c2ccc3ncnc(Nc4ccc(OCc5cccc(F)c5)c(Cl)c4)c3c2)o1. RXN SMILES: [CH3:55][C:56]#[N:57].[Cl:2][c:3]1[n:4][cH:5][n:6][c:7]2[cH:8][cH:9][c:10](-[c:13]3[cH:14][cH:15][c:16]([CH:18]=[O:19])[o:17]3)[cH:11][c:12]12.[Cl:38][c:39]1[cH:40][c:41]([NH2:42])[cH:43][cH:44][c:45]1[O:46][CH2:47][c:48]1[cH:49][c:50]([F:54])[cH:51][cH:52][cH:53]1.[ClH:1].[O:20]=[c:21]1[c:22]2[c:23]([cH:24][cH:25][c:26](-[c:27]3[o:28][c:29]([CH:30]=[O:31])[cH:32][cH:33]3)[cH:34]2)[n:35][cH:36][nH:37]1>>[ClH:2].[c:3]1([NH:42][c:41]2[cH:40][c:39]([Cl:38])[c:45]([O:46][CH2:47][c:48]3[cH:49][c:50]([F:54])[cH:51][cH:52][cH:53]3)[cH:44][cH:43]2)[n:4][cH:5][n:6][c:7]2[cH:8][cH:9][c:10](-[c:13]3[cH:14][cH:15][c:16]([CH:18]=[O:19])[o:17]3)[cH:11][c:12]12.